Dataset: the Open Reaction Database (ORD), a public repository of structured organic reaction records. Task: describe an organic reaction: reactants, conditions, products, and yield Reported procedure: A mixture of ethyl 3-[(4-bromobutyl)aminocarbonylamino]-3-methylbutanoate (3.21 g), 1-(2-pyrimidinyl)piperazine (1.64 g), potassium carbonate (1.38 g) and dimethylformamide (50 ml) is heated at 100° C. for 3 hours, left overnight at room temperature, filtered, and evaporated to dryness. The residue is chromatographed on silica gel using a mixture of ethyl acetate-ethanol (90:10) as the eluent to yield 2-[4-[4-(2-pyrimidinyl)-1-piperazinyl]butylimino]-tetrahydro-4,4-dimethyl-6H-1,3-oxazine-6-one,... Product: N1=C(N=CC=C1)N1CCN(CC1)CCCCN=C1OC(CC(N1)(C)C)=O (2-[4-[4-(2-pyrimidinyl)-1-piperazinyl]butylimino]-tetrahydro-4,4-dimethyl-6H-1,3-oxazine-6-one). The solvent is CN(C=O)C (dimethylformamide). Reaction SMILES: Br[CH2:2][CH2:3][CH2:4][CH2:5][NH:6][C:7]([NH:9][C:10]([CH3:18])([CH3:17])[CH2:11][C:12]([O:14]CC)=[O:13])=O.[N:19]1[CH:24]=[CH:23][CH:22]=[N:21][C:20]=1[N:25]1[CH2:30][CH2:29][NH:28][CH2:27][CH2:26]1.C(=O)([O-])[O-].[K+].[K+]>CN(C)C=O>[N:19]1[CH:24]=[CH:23][CH:22]=[N:21][C:20]=1[N:25]1[CH2:30][CH2:29][N:28]([CH2:2][CH2:3][CH2:4][CH2:5][N:6]=[C:7]2[NH:9][C:10]([CH3:17])([CH3:18])[CH2:11][C:12](=[O:13])[O:14]2)[CH2:27][CH2:26]1 |f:2.3.4|. Conditions: temperature 100 celsius, time 8 hour. The reactants are BrCCCCNC(=O)NC(CC(=O)OCC)(C)C (ethyl 3-[(4-bromobutyl)aminocarbonylamino]-3-methylbutanoate), N1=C(N=CC=C1)N1CCNCC1 (1-(2-pyrimidinyl)piperazine), C([O-])([O-])=O.[K+].[K+] (potassium carbonate).